Dataset: the Open Reaction Database (ORD), a public repository of structured organic reaction records. Task: describe an organic reaction: reactants, conditions, products, and yield Starting materials: FC(C(=O)O)(F)F (Trifluoroacetic acid), N1=C(C=CC=C1C)C (2,6-lutidine), C(#N)C1=C(C(C(=O)O)=CC(=C1)C)O (3-cyano-5-methylsalicylic acid), [N-]=[N+]=[N-].[Na+] (sodium azide), [Cl-].[Li+] (lithium chloride), Cl (hydrochloric acid). Solvent: O (water). Product: CC1=CC(=C(C(C(=O)O)=C1)O)C1=NN=NN1 (5-methyl-3-(tetrazol-5-yl)salicylic acid). Isolated yield 59.1%. Reaction SMILES: FC(F)(F)C(O)=O.N1C(C)=CC=CC=1C.[C:16]([C:18]1[CH:26]=[C:25]([CH3:27])[CH:24]=[C:20]([C:21]([OH:23])=[O:22])[C:19]=1[OH:28])#[N:17].[N-:29]=[N+:30]=[N-:31].[Na+].[Cl-].[Li+].Cl>O>[CH3:27][C:25]1[CH:24]=[C:20]([C:21]([OH:23])=[O:22])[C:19]([OH:28])=[C:18]([C:16]2[NH:31][N:30]=[N:29][N:17]=2)[CH:26]=1 |f:3.4,5.6|. Procedure details: Trifluoroacetic acid (0.8 ml) was added to dry 2,6-lutidine (10 ml) and the mixture was then treated with 3-cyano-5-methylsalicylic acid (0.885 g), sodium azide (0.65 g) and lithium chloride (20 mg), and heated at reflux for 20 hours. The mixture was then diluted with water (20 ml) and acidified by treatment with concentrated hydrochloric acid. The resulting precipitate was collected and recrystallized from a large amount of acetic acid to give 5-methyl-3-(tetrazol-5-yl)salicylic acid (0.65 g), ... The reactants are COc1ccc2[nH]c(S)nc2n1, [Cl-], Cc1c[nH+]c(CCl)c(C)c1Cl. RXN SMILES: [CH3:13][O:14][c:15]1[cH:16][cH:17][c:18]2[c:19]([n:20]1)[n:21][c:22]([SH:24])[nH:23]2.[Cl-:1].[Cl:2][c:3]1[c:4]([CH3:12])[c:5]([CH2:10][Cl:11])[nH+:6][cH:7][c:8]1[CH3:9]>>[Cl:2][c:3]1[c:4]([CH3:12])[c:5]([CH2:10][S:24][c:22]2[n:21][c:19]3[c:18]([cH:17][cH:16][c:15]([O:14][CH3:13])[n:20]3)[nH:23]2)[n:6][cH:7][c:8]1[CH3:9]. Yields the product COc1ccc2[nH]c(SCc3ncc(C)c(Cl)c3C)nc2n1. Reactants: FC1=CC=C(C=C1)C(CC1=CC=C(C=C1)S(=O)(=O)C)=O (1-(4-Fluorophenyl)-2-(4-(methylsulfonyl)phenyl)ethanone), C(Cl)(Cl)Cl (CHCl3), BrBr (bromine). Solvent: C(Cl)Cl (CH2Cl2). Yields the product BrC(C(=O)C1=CC=C(C=C1)F)C1=CC=C(C=C1)S(=O)(=O)C (2-Bromo-1-(4-fluorophenyl)-2-(4-(methylsulfonyl)phenyl)ethanone). RXN SMILES: [F:1][C:2]1[CH:7]=[CH:6][C:5]([C:8](=[O:20])[CH2:9][C:10]2[CH:15]=[CH:14][C:13]([S:16]([CH3:19])(=[O:18])=[O:17])=[CH:12][CH:11]=2)=[CH:4][CH:3]=1.C(Cl)(Cl)Cl.[Br:25]Br>C(Cl)Cl>[Br:25][CH:9]([C:10]1[CH:15]=[CH:14][C:13]([S:16]([CH3:19])(=[O:17])=[O:18])=[CH:12][CH:11]=1)[C:8]([C:5]1[CH:4]=[CH:3][C:2]([F:1])=[CH:7][CH:6]=1)=[O:20]. Procedure details: To 1-(4-Fluorophenyl)-2-(4-(methylsulfonyl)phenyl)ethanone (1.00 g) in CH2Cl2 containing CHCl3 (1.0 mL) and Cl4 (1.0 mL) was added bromine (0.614 g). After shining light for 1 h, the reaction was quenched with Na2S2O4, extracted with CH2Cl2, dried over Na2SO4 and evaporated to yield the title compound which was used as such for the next step (1.10 g). Starting materials: BrCC(=O)N(C1=CC=C(C=C1)OC)C(C)C (2-bromo-N-isopropyl-N-(4-methoxy-phenyl)-acetamide), FC=1C=C(C(=CC1F)NC1=CC=CC=C1)N (4,5-difluoro-N-phenyl-benzene-1,2-diamine), C([O-])([O-])=O.[K+].[K+] (potassium carbonate), BrCC(=O)N(C1=CC=C(C=C1)OC)C(C)C (2-bromo-N-isopropyl-N-(4-methoxy-phenyl)-acetamide). Run in CN(C=O)C (dimethylformamide). Conditions: time 16 hour. The product is FC1=CC(=C(C=C1F)NCC(=O)N(C1=CC=C(C=C1)OC)C(C)C)NC1=CC=CC=C1 (2-(4,5-Difluoro-2-phenylamino-phenylamino)-N-isopropyl-N-(4-methoxy-phenyl)-acetamide). The yield is 96.8%. Reaction SMILES: [F:1][C:2]1[CH:3]=[C:4]([NH2:16])[C:5]([NH:9][C:10]2[CH:15]=[CH:14][CH:13]=[CH:12][CH:11]=2)=[CH:6][C:7]=1[F:8].C(=O)([O-])[O-].[K+].[K+].Br[CH2:24][C:25]([N:27]([CH:36]([CH3:38])[CH3:37])[C:28]1[CH:33]=[CH:32][C:31]([O:34][CH3:35])=[CH:30][CH:29]=1)=[O:26]>CN(C)C=O>[F:8][C:7]1[C:2]([F:1])=[CH:3][C:4]([NH:16][CH2:24][C:25]([N:27]([CH:36]([CH3:38])[CH3:37])[C:28]2[CH:33]=[CH:32][C:31]([O:34][CH3:35])=[CH:30][CH:29]=2)=[O:26])=[C:5]([NH:9][C:10]2[CH:15]=[CH:14][CH:13]=[CH:12][CH:11]=2)[CH:6]=1 |f:1.2.3|. Procedure: A mixture of 3.004 g of 4,5-difluoro-N-phenyl-benzene-1,2-diamine (J. Gen. Chem. USSR (Engl. Transl.), 1964, 34), 1.910 g of potassium carbonate (13.82 mmol, 1.0 equiv), and 3.956 g of 2-bromo-N-isopropyl-N-(4-methoxy-phenyl)-acetamide (13.82 mmol, 1.0 equiv) in 20 mL of dimethylformamide is stirred under nitrogen at ambient temperature for 16 h. An additional 3.00 g of 2-bromo-N-isopropyl-N-(4-methoxy-phenyl)-acetamide (10.5 mmol, 0.75 equiv) is added and the reaction is heated at 50° C. for 2 ...